From a dataset of the Open Reaction Database (ORD), a public repository of structured organic reaction records. describe an organic reaction: reactants, conditions, products, and yield The reactants are O=C(n1ccnc1)n1ccnc1, CCN(C(C)C)C(C)C, ClCCl, Cc1cc(C(=O)N2Cc3ccc(C(=O)N(C)CC(O)CO)n3Cc3ccccc32)ccc1-c1ccccc1C(F)(F)F. Product: Cc1cc(C(=O)N2Cc3ccc(C(=O)N(C)CC4COC(=O)O4)n3Cc3ccccc32)ccc1-c1ccccc1C(F)(F)F. RXN SMILES: [C:52](=[O:53])([n:54]1[cH:55][cH:56][n:57][cH:58]1)[n:59]1[cH:60][cH:61][n:62][cH:63]1.[CH:43]([N:44]([CH2:45][CH3:46])[CH:47]([CH3:48])[CH3:49])([CH3:50])[CH3:51].[Cl:64][CH2:65][Cl:66].[OH:1][CH:2]([CH2:3][N:4]([C:5](=[O:6])[c:7]1[cH:8][cH:9][c:10]2[n:16]1[CH2:15][c:14]1[c:13]([cH:20][cH:19][cH:18][cH:17]1)[N:12]([C:21](=[O:22])[c:23]1[cH:24][c:25]([CH3:39])[c:26](-[c:29]3[c:30]([C:35]([F:36])([F:37])[F:38])[cH:31][cH:32][cH:33][cH:34]3)[cH:27][cH:28]1)[CH2:11]2)[CH3:40])[CH2:41][OH:42]>>[O:1]1[CH:2]([CH2:3][N:4]([C:5](=[O:6])[c:7]2[cH:8][cH:9][c:10]3[n:16]2[CH2:15][c:14]2[c:13]([cH:20][cH:19][cH:18][cH:17]2)[N:12]([C:21](=[O:22])[c:23]2[cH:24][c:25]([CH3:39])[c:26](-[c:29]4[c:30]([C:35]([F:36])([F:37])[F:38])[cH:31][cH:32][cH:33][cH:34]4)[cH:27][cH:28]2)[CH2:11]3)[CH3:40])[CH2:41][O:42][C:52]1=[O:53].